Dataset: the Open Reaction Database (ORD), a public repository of structured organic reaction records. Task: describe an organic reaction: reactants, conditions, products, and yield Starting materials: FC(C(=O)O)(F)F.FC(C(=O)O)(F)F.FC(C(=O)O)(F)F.ClC=1C=NC=2NC=3C=NC=C(CCC4=C(C=CC(NC1N2)=C4)NC(CC4CCNCC4)=O)C3 (N-[6-chloro-2,4,8,18,22-pentaazatetracyclo[14.3.1.1(3,7).1(9,13)]docosa-1(20),3(22),4,6,9(21),10,12,16,18-nonaen-12-yl]-2-piperidin-4-ylacetamide tris(trifluoroacetate)), O1N=C(C=C1)C(=O)O (isoxazole-3-carboxylic acid). Product: FC(C(=O)O)(F)F.FC(C(=O)O)(F)F.ClC=1C=NC=2NC=3C=NC=C(CCC4=C(C=CC(NC1N2)=C4)NC(CC4CCN(CC4)C(=O)C4=NOC=C4)=O)C3 (N-[6-Chloro-2,4,8,18,22-pentaazatetracyclo[14.3.1.1(3,7).1(9,13)]docosa-1(20),3(22),4,6,9(21),10,12,16,18-nonaen-12-yl]-2-[1-(isoxazol-3-ylcarbonyl)piperidin-4-yl]acetamide bis(trifluoroacetate)). Isolated yield 37.0%. RXN SMILES: [F:1][C:2]([F:7])([F:6])[C:3]([OH:5])=[O:4].[F:8][C:9]([F:14])([F:13])[C:10]([OH:12])=[O:11].FC(F)(F)C(O)=O.[Cl:22][C:23]1[CH:24]=[N:25][C:26]2[NH:27][C:28]3[CH:29]=[N:30][CH:31]=[C:32]([CH:54]=3)[CH2:33][CH2:34][C:35]3[CH:43]=[C:39]([NH:40][C:41]=1[N:42]=2)[CH:38]=[CH:37][C:36]=3[NH:44][C:45](=[O:53])[CH2:46][CH:47]1[CH2:52][CH2:51][NH:50][CH2:49][CH2:48]1.[O:55]1[CH:59]=[CH:58][C:57]([C:60](O)=[O:61])=[N:56]1>>[F:1][C:2]([F:7])([F:6])[C:3]([OH:5])=[O:4].[F:8][C:9]([F:14])([F:13])[C:10]([OH:12])=[O:11].[Cl:22][C:23]1[CH:24]=[N:25][C:26]2[NH:27][C:28]3[CH:29]=[N:30][CH:31]=[C:32]([CH:54]=3)[CH2:33][CH2:34][C:35]3[CH:43]=[C:39]([NH:40][C:41]=1[N:42]=2)[CH:38]=[CH:37][C:36]=3[NH:44][C:45](=[O:53])[CH2:46][CH:47]1[CH2:52][CH2:51][N:50]([C:60]([C:57]2[CH:58]=[CH:59][O:55][N:56]=2)=[O:61])[CH2:49][CH2:48]1 |f:0.1.2.3,5.6.7|. Procedure details: The desired compound was prepared according to the procedure of Example A27 using N-[6-chloro-2,4,8,18,22-pentaazatetracyclo[14.3.1.1(3,7).1(9,13)]docosa-1(20),3(22),4,6,9(21),10,12,16,18-nonaen-12-yl]-2-piperidin-4-ylacetamide tris(trifluoroacetate) and isoxazole-3-carboxylic acid as starting materials in 37% yield. 1H NMR (300 MHz, DMSO-d6): δ 10.04 (s, 1H), 9.41 (m, 2H), 9.02 (m, 2H), 8.30 (m, 2H), 8.20 (s, 1H), 7.64 (s, 1H), 7.30 (d, 1H), 7.05 (d, 1H), 6.80 (s, 1H), 4.52 (m, 1H), 3.83 (m, 1H... Reactants: CCN=C=NCCCN(C)C, CCN(C(C)C)C(C)C, O=C(O)C(F)(F)F, NCC(=O)N1CCN(C(=O)c2ccccc2C(F)(F)F)CC1, CN(C)C=O, O, On1nnc2ccccc21, O=C(O)c1ccc2oc3ccccc3c2c1. The product is O=C(NCC(=O)N1CCN(C(=O)c2ccccc2C(F)(F)F)CC1)c1ccc2oc3ccccc3c2c1. As a reaction SMILES: [CH3:36][CH2:37][N:38]=[C:39]=[N:40][CH2:41][CH2:42][CH2:43][N:44]([CH3:45])[CH3:46].[CH:1]([N:2]([CH2:3][CH3:4])[CH:5]([CH3:6])[CH3:7])([CH3:8])[CH3:9].[F:47][C:48]([F:49])([F:50])[C:51]([OH:52])=[O:53].[NH2:54][CH2:55][C:56](=[O:57])[N:58]1[CH2:59][CH2:60][N:61]([C:64]([c:65]2[c:66]([C:71]([F:72])([F:73])[F:74])[cH:67][cH:68][cH:69][cH:70]2)=[O:75])[CH2:62][CH2:63]1.[O:76]=[CH:77][N:78]([CH3:79])[CH3:80].[OH2:81].[OH:26][n:27]1[c:28]2[c:29]([cH:30][cH:31][cH:32][cH:33]2)[n:34][n:35]1.[cH:10]1[c:11]([C:23](=[O:24])[OH:25])[cH:12][cH:13][c:14]2[o:15][c:16]3[c:17]([c:18]12)[cH:19][cH:20][cH:21][cH:22]3>>[cH:10]1[c:11]([C:23](=[O:25])[NH:54][CH2:55][C:56](=[O:57])[N:58]2[CH2:59][CH2:60][N:61]([C:64]([c:65]3[c:66]([C:71]([F:72])([F:73])[F:74])[cH:67][cH:68][cH:69][cH:70]3)=[O:75])[CH2:62][CH2:63]2)[cH:12][cH:13][c:14]2[o:15][c:16]3[c:17]([c:18]12)[cH:19][cH:20][cH:21][cH:22]3. Starting materials: O (Water), [OH-].[Na+] (sodium hydroxide), [H-].[Al+3].[Li+].[H-].[H-].[H-] (Lithium aluminum hydride), FC(C1=CC=C(C=C1)N1CCC(CC1)C(=O)OCC)(F)F (ethyl 1-(4-trifluoromethylphenyl)piperidine-4-carboxylate), Example 30. The solvent is C1CCOC1 (THF), C1CCOC1 (THF). Reaction conditions: time 30 minute. Product: FC(C1=CC=C(C=C1)N1CCC(CC1)CO)(F)F ([1-(4-trifluoromethylphenyl)-piperidin-4-yl]methanol). Yield: 98.0%. As a reaction SMILES: [H-].[Al+3].[Li+].[H-].[H-].[H-].[F:7][C:8]([F:27])([F:26])[C:9]1[CH:14]=[CH:13][C:12]([N:15]2[CH2:20][CH2:19][CH:18]([C:21](OCC)=[O:22])[CH2:17][CH2:16]2)=[CH:11][CH:10]=1.O.[OH-].[Na+]>C1COCC1>[F:26][C:8]([F:7])([F:27])[C:9]1[CH:10]=[CH:11][C:12]([N:15]2[CH2:20][CH2:19][CH:18]([CH2:21][OH:22])[CH2:17][CH2:16]2)=[CH:13][CH:14]=1 |f:0.1.2.3.4.5,8.9|. Reported procedure: Lithium aluminum hydride (1.58 g, 41.64 mmol) was suspended in THF (30 ml), to which absolution of ethyl 1-(4-trifluoromethylphenyl)piperidine-4-carboxylate prepared in Reference Example 30 (3.18 g, 10.41 mmol) in THF (10 ml) was added dropwise therein while cooling in an ice-bath under a nitrogen atmosphere. The mixture was stirred for 30 minutes. Water and 10% sodium hydroxide aqueous solution were added to the reaction mixture, which was filtered through Celite. The filtrate was extracted wit... Run in CN(C=O)C (N,N-dimethylformamide), C(C)(=O)OCC (ethyl acetate). Product: ClC1=C(C(=CC=C1)Cl)N1C=2N(C3=C(C1=O)C=NC(=N3)NC3=CC=C(C=C3)C(=O)N3CCC(CC3)N(C)C)C=CN2 (6-(2,6-dichlorophenyl)-2-[(4-{[4-(dimethylamino)piperidin-1-yl]carbonyl}phenyl)amino]imidazo[1,2-a]pyrimido[5,4-e]pyrimidin-5(6H)-one). Run at time 8 hour. Procedure details: To a solution of Example 237A (100 mg, 0.214 mmol) in 5 mL N,N-dimethylformamide was added 1-ethyl-3-[3-(dimethylamino)propyl]-carbodiimide hydrochloride (61.5 mg, 0.321 mmol), 1-hydroxybenzotriazole hydrate (49.2 mg, 0.321 mmol), diisopropylethylamine (0.075 ml, 0.428 mmol) followed by N,N-dimethylpiperidin-4-amine (0.036 ml, 0.257 mmol). The reaction mixture was held at room temperature overnight, and then diluted with ethyl acetate. The organics were washed with aqueous saturated NaHCO3, wate... Reactants: CN(C1CCNCC1)C (N,N-dimethylpiperidin-4-amine), ClC1=C(C(=CC=C1)Cl)N1C=2N(C3=C(C1=O)C=NC(=N3)NC3=CC=C(C(=O)O)C=C3)C=CN2 (4-{[6-(2,6-dichlorophenyl)-5-oxo-5,6-dihydroimidazo[1,2-a]pyrimido[5,4-e]pyrimidin-2-yl]amino}benzoic acid), Cl.C(C)N=C=NCCCN(C)C (1-ethyl-3-[3-(dimethylamino)propyl]-carbodiimide hydrochloride), O.ON1N=NC2=C1C=CC=C2 (1-hydroxybenzotriazole hydrate), C(C)(C)N(CC)C(C)C (diisopropylethylamine). As a reaction SMILES: [Cl:1][C:2]1[CH:7]=[CH:6][CH:5]=[C:4]([Cl:8])[C:3]=1[N:9]1[C:14](=[O:15])[C:13]2[CH:16]=[N:17][C:18]([NH:20][C:21]3[CH:29]=[CH:28][C:24]([C:25](O)=[O:26])=[CH:23][CH:22]=3)=[N:19][C:12]=2[N:11]2[CH:30]=[CH:31][N:32]=[C:10]12.Cl.C(N=C=NCCCN(C)C)C.O.ON1C2C=CC=CC=2N=N1.C(N(C(C)C)CC)(C)C.[CH3:65][N:66]([CH3:73])[CH:67]1[CH2:72][CH2:71][NH:70][CH2:69][CH2:68]1>CN(C)C=O.C(OCC)(=O)C>[Cl:8][C:4]1[CH:5]=[CH:6][CH:7]=[C:2]([Cl:1])[C:3]=1[N:9]1[C:14](=[O:15])[C:13]2[CH:16]=[N:17][C:18]([NH:20][C:21]3[CH:22]=[CH:23][C:24]([C:25]([N:70]4[CH2:71][CH2:72][CH:67]([N:66]([CH3:73])[CH3:65])[CH2:68][CH2:69]4)=[O:26])=[CH:28][CH:29]=3)=[N:19][C:12]=2[N:11]2[CH:30]=[CH:31][N:32]=[C:10]12 |f:1.2,3.4|. Starting materials: C1(CCCCC1)CC1NCCNCCNCCNCCNC1 (2-cyclohexylmethyl-1,4,7,10,13-pentaazacyclopentadecane), CO (methanol), Example 7A, [Cl-].[Mn+2].[Cl-] (manganese(II) chloride). Reaction conditions: temperature 0 celsius. Yields the product ClC1(N(CCNCCNCCNCCNC1)CCC1CCCCC1)Cl.[Mn+2] (Manganese(II)dichloro(2-Cyclohexylethyl-1,4,7,10,13-pentaazacyclopentadecane)). Isolated yield 65.0%. As a reaction SMILES: [CH:1]1([CH2:7][CH:8]2[CH2:22][NH:21][CH2:20][CH2:19][NH:18][CH2:17][CH2:16][NH:15][CH2:14][CH2:13][NH:12][CH2:11][CH2:10][NH:9]2)[CH2:6][CH2:5][CH2:4][CH2:3][CH2:2]1.[Cl-:23].[Mn+2:24].[Cl-:25].[CH3:26]O>>[Cl:23][C:26]1([Cl:25])[CH2:22][NH:21][CH2:20][CH2:19][NH:18][CH2:17][CH2:16][NH:15][CH2:14][CH2:13][NH:12][CH2:11][CH2:10][N:9]1[CH2:8][CH2:7][CH:1]1[CH2:2][CH2:3][CH2:4][CH2:5][CH2:6]1.[Mn+2:24] |f:1.2.3,5.6|. Procedure: A solution of 2-cyclohexylmethyl-1,4,7,10,13-pentaazacyclopentadecane prepared as in Example 7A (0.43 g, 1.4 mmole) and anhydrous manganese(II) chloride (0.17 g, 1.4 mmole) in anhydrous methanol (30 ml) was refluxed under a dry nitrogen atmosphere overnight. The solution was filtered and concentrated in vacuo to a volume of 3 ml. Ethyl ether (20 ml) was added. Upon cooling to 0° C., 0.39 g (65% yield) of the product was obtained as a white solid: FAB mass spectrum (NBA) m/z (relative intensity) ... The reactants are C(O)([O-])=O.[Na+] (sodium hydrogen carbonate), BrC(C(=O)C1=C(C=C(C=C1)F)F)C (2-bromo-1-(2,4-difluorophenyl)propan-1-one), [Si](C)(C)(C(C)(C)C)OCC=1C=C(C=CC1)C=1C=CC(=NC1)N (5-[3-(tert-butyldimethylsilanyloxymethyl)phenyl]pyridin-2-ylamine). Solvent: C(C)O (ethanol). Run at temperature 80 celsius. Product: [Si](C)(C)(C(C)(C)C)OCC=1C=C(C=CC1)C=1C=CC=2N(C1)C(=C(N2)C2=C(C=C(C=C2)F)F)C (6-[3-(tert-Butyldimethylsilanyloxymethyl)phenyl]-2-(2,4-difluorophenyl)-3-methylimidazo[1,2-α]pyridine). The yield is 49.6%. RXN SMILES: [Si:1]([O:8][CH2:9][C:10]1[CH:11]=[C:12]([C:16]2[CH:17]=[CH:18][C:19]([NH2:22])=[N:20][CH:21]=2)[CH:13]=[CH:14][CH:15]=1)([C:4]([CH3:7])([CH3:6])[CH3:5])([CH3:3])[CH3:2].C(=O)([O-])O.[Na+].Br[CH:29]([CH3:40])[C:30]([C:32]1[CH:37]=[CH:36][C:35]([F:38])=[CH:34][C:33]=1[F:39])=O>C(O)C>[Si:1]([O:8][CH2:9][C:10]1[CH:11]=[C:12]([C:16]2[CH:17]=[CH:18][C:19]3[N:20]([C:29]([CH3:40])=[C:30]([C:32]4[CH:37]=[CH:36][C:35]([F:38])=[CH:34][C:33]=4[F:39])[N:22]=3)[CH:21]=2)[CH:13]=[CH:14][CH:15]=1)([C:4]([CH3:7])([CH3:6])[CH3:5])([CH3:3])[CH3:2] |f:1.2|. Reported procedure: 300 mg of 5-[3-(tert-butyldimethylsilanyloxymethyl)phenyl]pyridin-2-ylamine dissolved in 5 ml of ethanol are placed in a screw reactor. 200 mg of sodium hydrogen carbonate and 470 mg of 2-bromo-1-(2,4-difluorophenyl)propan-1-one are added thereto. The reactor is closed and heated at 80° C. for 20 h. After cooling, the reaction mixture is concentrated under reduced pressure. The residue obtained is purified by silica gel chromatography, elution being carried out with a heptane/ethyl acetate mixtu... The reactants are OO (hydrogen peroxide), [Se](=O)=O (selenium dioxide), N\C(=C\1/C(C2=C(S1)C=CC=C2)=O)\C2=CC=CC=C2 ((E)-2-[(amino)phenylmethylene]-benzo[b]thiophen-3(2H)-one). Solvent: O (water), CO (methanol), O (water). Run at time 20 minute. Product: N\C(=C\1/C(C2=C(S1=O)C=CC=C2)=O)\C2=CC=CC=C2 ((E)-2-[(Amino)phenylmethylene]-benzo[b]thiophen-3(2H)-one-1-oxide). RXN SMILES: [OH:1]O.[Se](=O)=O.[NH2:6]/[C:7](/[C:18]1[CH:23]=[CH:22][CH:21]=[CH:20][CH:19]=1)=[C:8]1\[C:9](=[O:17])[C:10]2[CH:16]=[CH:15][CH:14]=[CH:13][C:11]=2[S:12]\1>O.CO>[NH2:6]/[C:7](/[C:18]1[CH:23]=[CH:22][CH:21]=[CH:20][CH:19]=1)=[C:8]1\[C:9](=[O:17])[C:10]2[CH:16]=[CH:15][CH:14]=[CH:13][C:11]=2[S:12]\1=[O:1]. Procedure details: A solution of 1.1 ml (10.8 mmols) of 30% hydrogen peroxide and 1.1 gm (10 mmols) of selenium dioxide in 5 ml of water was added dropwise, while stirring, to a solution of 2.53 gm (10 mmols) of (E)-2-[(amino)phenylmethylene]-benzo[b]thiophen-3(2H)-one in 20 ml of methanol. The reaction temperature was not allowed to exceed +25° C. After 20 minutes, the reaction mixture was diluted with 100 ml of water, the reaction product was separated by suction filtering and recrystallized from ethanol/ethyl a...